This data is from the Open Reaction Database (ORD), a public repository of structured organic reaction records. The task is: describe an organic reaction: reactants, conditions, products, and yield Reactants: C(CC1=CC=CC=C1)C1=C(C=O)C=CC=C1 (2-(phenethyl)benzaldehyde), NC1=CC=C(C(=O)OC)C=C1 (methyl 4-aminobenzoate), ( G ). Yields the product C(CC1=CC=CC=C1)C1=C(CNC2=CC=C(C(=O)OC)C=C2)C=CC=C1 (Methyl 4-[N-(2-(phenethyl)benzyl)amino]benzoate). As a reaction SMILES: [CH2:1]([C:9]1[CH:16]=[CH:15][CH:14]=[CH:13][C:10]=1[CH:11]=O)[CH2:2][C:3]1[CH:8]=[CH:7][CH:6]=[CH:5][CH:4]=1.[NH2:17][C:18]1[CH:27]=[CH:26][C:21]([C:22]([O:24][CH3:25])=[O:23])=[CH:20][CH:19]=1>>[CH2:1]([C:9]1[CH:16]=[CH:15][CH:14]=[CH:13][C:10]=1[CH2:11][NH:17][C:18]1[CH:19]=[CH:20][C:21]([C:22]([O:24][CH3:25])=[O:23])=[CH:26][CH:27]=1)[CH2:2][C:3]1[CH:8]=[CH:7][CH:6]=[CH:5][CH:4]=1. Procedure: Methyl 4-[N-(2-(phenethyl)benzyl)amino]benzoate was prepared from 2-(phenethyl)benzaldehyde and methyl 4-aminobenzoate using a similar method to that of Example 4 paragraph (G).